This data is from the Open Reaction Database (ORD), a public repository of structured organic reaction records. The task is: describe an organic reaction: reactants, conditions, products, and yield Starting materials: CC#N, CCCNC1CCc2ncsc2C1, CCOCC, O=CCCCNC(=O)N1CC=C(c2ccccc2)CC1, O=C(O)C=CC(=O)O. Yields the product CCCN(CCCCNC(=O)N1CC=C(c2ccccc2)CC1)C1CCc2ncsc2C1. As a reaction SMILES: [C:47](#[N:48])[CH3:49].[CH2:21]([CH2:22][CH3:23])[NH:24][CH:25]1[CH2:26][c:27]2[c:28]([n:29][cH:30][s:31]2)[CH2:32][CH2:33]1.[CH2:42]([O:43][CH2:44][CH3:45])[CH3:46].[O:1]=[CH:2][CH2:3][CH2:4][CH2:5][NH:6][C:7](=[O:8])[N:9]1[CH2:10][CH2:11][C:12]([c:15]2[cH:16][cH:17][cH:18][cH:19][cH:20]2)=[CH:13][CH2:14]1.[OH:34][C:35]([CH:36]=[CH:37][C:38](=[O:39])[OH:40])=[O:41]>>[CH2:2]([CH2:3][CH2:4][CH2:5][NH:6][C:7](=[O:8])[N:9]1[CH2:10][CH2:11][C:12]([c:15]2[cH:16][cH:17][cH:18][cH:19][cH:20]2)=[CH:13][CH2:14]1)[N:24]([CH2:21][CH2:22][CH3:23])[CH:25]1[CH2:26][c:27]2[c:28]([n:29][cH:30][s:31]2)[CH2:32][CH2:33]1. Reactants: NC1=NC(=C(C(=N1)C=1OC(=CC1)C)C#N)SC (2-amino-4-(5-methyl-furan-2-yl)-6-methylsulfanyl-pyrimidine-5-carbonitrile), CC(O)C1=NC=CC=C1 ((RS)-alpha-methyl-2-pyridinemethanol), C1CCC2=NCCCN2CC1 (DBU). The solvent is COCCOC (DME). Yields the product NC1=NC(=C(C(=N1)C=1OC(=CC1)C)C#N)OC(C)C1=NC=CC=C1 ((RS)-2-Amino-4-(5-methyl-furan-2-yl)-6-(1-pyridin-2-yl-ethoxy)-pyrimidine-5-carbonitrile). RXN SMILES: [NH2:1][C:2]1[N:7]=[C:6]([C:8]2[O:9][C:10]([CH3:13])=[CH:11][CH:12]=2)[C:5]([C:14]#[N:15])=[C:4](SC)[N:3]=1.[CH3:18][CH:19]([C:21]1[CH:26]=[CH:25][CH:24]=[CH:23][N:22]=1)[OH:20].C1CCN2C(=NCCC2)CC1>COCCOC>[NH2:1][C:2]1[N:7]=[C:6]([C:8]2[O:9][C:10]([CH3:13])=[CH:11][CH:12]=2)[C:5]([C:14]#[N:15])=[C:4]([O:20][CH:19]([C:21]2[CH:26]=[CH:25][CH:24]=[CH:23][N:22]=2)[CH3:18])[N:3]=1. Reported procedure: From 2-amino-4-(5-methyl-furan-2-yl)-6-methylsulfanyl-pyrimidine-5-carbonitrile, (RS)-alpha-methyl-2-pyridinemethanol and DBU in DME. ES-MS m/e (%): 344 (M+Na+, 20), 322 (M+H+, 100). The reactants are COC1(CC(C1)C1=NC(=NO1)C1=CC(=C(C=C1)C)[N+](=O)[O-])C(F)(F)F (5-(3-methoxy-3-(trifluoromethyl)cyclobutyl)-3-(4-methyl-3-nitrophenyl)-1,2,4-oxadiazole), O.O.[Sn](Cl)Cl (tin (II) chloride dihydrate), C([O-])(O)=O.[Na+] (sodium bicarbonate). The solvent is C(C)O (ethanol). Reaction conditions: temperature 65 celsius. Yields the product COC1(CC(C1)C1=NC(=NO1)C=1C=CC(=C(N)C1)C)C(F)(F)F (5-(5-(3-methoxy-3-(trifluoromethyl)cyclobutyl)-1,2,4-oxadiazol-3-yl)-2-methylaniline). RXN SMILES: [CH3:1][O:2][C:3]1([C:22]([F:25])([F:24])[F:23])[CH2:6][CH:5]([C:7]2[O:11][N:10]=[C:9]([C:12]3[CH:17]=[CH:16][C:15]([CH3:18])=[C:14]([N+:19]([O-])=O)[CH:13]=3)[N:8]=2)[CH2:4]1.O.O.[Sn](Cl)Cl.C(=O)(O)[O-].[Na+]>C(O)C>[CH3:1][O:2][C:3]1([C:22]([F:24])([F:25])[F:23])[CH2:4][CH:5]([C:7]2[O:11][N:10]=[C:9]([C:12]3[CH:17]=[CH:16][C:15]([CH3:18])=[C:14]([CH:13]=3)[NH2:19])[N:8]=2)[CH2:6]1 |f:1.2.3,4.5|. Reported procedure: A stirring mixture of 5-(3-methoxy-3-(trifluoromethyl)cyclobutyl)-3-(4-methyl-3-nitrophenyl)-1,2,4-oxadiazole (124) (40 mg, 0.112 mmol) and tin (II) chloride dihydrate (101 mg, 0.448 mmol) in ethanol (2 mL) was heated at 65° C. for 2 hours. The reaction was cooled to room temperature and the pH was adjusted between 8-10 with saturated sodium bicarbonate. The slurry was filtered and washed with aqueous ethanol. The solvent was partially reduced and the crude product was extracted with ethyl aceta... Starting materials: ClC1=C(COC[C@@H]2[C@H](C(C(O2)OC)=O)OCC2=C(C=C(C=C2)Cl)Cl)C=CC(=C1)Cl ((4R,5R)-5-(2,4-Dichlorobenzyloxymethyl)-4-(2,4-dichlorobenzyloxy)-2-methoxy-dihydrofuran-3-one), alkynylmagnesium bromide, C1CCOC1 (THF), C1CCOC1 (THF). Reaction conditions: time 1 hour. The product is ClC1=C(COC[C@@H]2[C@H]([C@](C(O2)OC)(O)C#C)OCC2=C(C=C(C=C2)Cl)Cl)C=CC(=C1)Cl ((3R,4R,5R)-5-(2,4-Dichlorobenzyloxymethyl)-4-(2,4-dichlorobenzyloxy)-3-ethynyl-2-methoxy-tetrahydrofuran-3-ol). As a reaction SMILES: [Cl:1][C:2]1[CH:28]=[C:27]([Cl:29])[CH:26]=[CH:25][C:3]=1[CH2:4][O:5][CH2:6][C@H:7]1[O:11][CH:10]([O:12][CH3:13])[C:9](=[O:14])[C@@H:8]1[O:15][CH2:16][C:17]1[CH:22]=[CH:21][C:20]([Cl:23])=[CH:19][C:18]=1[Cl:24].[CH2:30]1COC[CH2:31]1>>[Cl:1][C:2]1[CH:28]=[C:27]([Cl:29])[CH:26]=[CH:25][C:3]=1[CH2:4][O:5][CH2:6][C@H:7]1[O:11][CH:10]([O:12][CH3:13])[C@:9]([C:30]#[CH:31])([OH:14])[C@@H:8]1[O:15][CH2:16][C:17]1[CH:22]=[CH:21][C:20]([Cl:23])=[CH:19][C:18]=1[Cl:24]. Reported procedure: To a cold (−20° C.) solution of (4R,5R)-5-(2,4-Dichlorobenzyloxymethyl)-4-(2,4-dichlorobenzyloxy)-2-methoxy-dihydrofuran-3-one (9.16 g, 19.07 mmol,) in dry THF (20 mL) is added dropwise a solution of 0.5M alkynylmagnesium bromide (e.g. where R3=H, alkynylmagnesium bromide is ethynylmagnesium bromide) in THF (57.2 mL, 28.6 mmol). The yellow reaction mixture is stirred at the same temperature for 1 h and quenched with saturated NH4Cl (50 ml) and extracted with IPAC (2×70 mL). The organic layer is ...